Dataset: the Open Reaction Database (ORD), a public repository of structured organic reaction records. Task: describe an organic reaction: reactants, conditions, products, and yield Reactants: C(CC)N([C@@H]1CCC=2C=CC(=CC2C1)CN)CCC ((R)-7-(dipropylamino)-5,6,7,8-tetrahydro-2-naphthalenemethanamine), ClC1=CC=C(C=C1)S(=O)(=O)Cl (4-chlorobenzenesulfonyl chloride). Product: ClC1=CC=C(C=C1)S(=O)(=O)NCC1=CC=2C[C@@H](CCC2C=C1)N(CCC)CCC ((R)-4-Chloro-N-[[7-(dipropylamino)-5,6,7,8-tetrahydro-2-naphthalenyl]methyl]benzenesulfonamide), colorless crystals. Reaction SMILES: [CH2:1]([N:4]([CH2:17][CH2:18][CH3:19])[C@H:5]1[CH2:14][C:13]2[CH:12]=[C:11]([CH2:15][NH2:16])[CH:10]=[CH:9][C:8]=2[CH2:7][CH2:6]1)[CH2:2][CH3:3].[Cl:20][C:21]1[CH:26]=[CH:25][C:24]([S:27](Cl)(=[O:29])=[O:28])=[CH:23][CH:22]=1>>[Cl:20][C:21]1[CH:26]=[CH:25][C:24]([S:27]([NH:16][CH2:15][C:11]2[CH:10]=[CH:9][C:8]3[CH2:7][CH2:6][C@@H:5]([N:4]([CH2:1][CH2:2][CH3:3])[CH2:17][CH2:18][CH3:19])[CH2:14][C:13]=3[CH:12]=2)(=[O:29])=[O:28])=[CH:23][CH:22]=1. Reported procedure: Using procedure 9, (R)-7-(dipropylamino)-5,6,7,8-tetrahydro-2-naphthalenemethanamine (9) was treated with 4-chlorobenzenesulfonyl chloride. Purification by chromatography gave a solid which was crystallized from hexane to give the title compound colorless crystals (m.p. 72° C.). [α]D =+47° (25° C., CH3OH, c=0.6095). Starting materials: BrC=1C=C(C=CC1C#N)N[C@H]1[C@H](CCCC1)NC(OC(C)(C)C)=O (tert-butyl (1S,2R)-2-(3-bromo-4-cyanophenylamino)cyclohexylcarbamate), CN1C=CC=2C(=CC=CC12)N (1-methyl-1H-indol-4-amine), C=1C=CC(=CC1)P(C=2C=CC=CC2)C3=CC=C4C=CC=CC4=C3C5=C6C=CC=CC6=CC=C5P(C=7C=CC=CC7)C=8C=CC=CC8 (BINAP), C(=O)([O-])[O-].[K+].[K+] (K2CO3). The reagents and catalysts are CC(=O)[O-].CC(=O)[O-].[Pd+2] (Pd(OAc)2). Solvent: O1CCOCC1 (dioxane). Conditions: time 16 hour. Product: C(#N)C1=C(C=C(C=C1)N[C@H]1[C@H](CCCC1)NC(OC(C)(C)C)=O)NC1=C2C=CN(C2=CC=C1)C (tert-butyl (1S,2R)-2-(4-cyano-3-(1-methyl-1H-indol-4-ylamino)phenylamino)cyclohexylcarbamate). The yield is 39.5%. As a reaction SMILES: Br[C:2]1[CH:3]=[C:4]([NH:10][C@@H:11]2[CH2:16][CH2:15][CH2:14][CH2:13][C@@H:12]2[NH:17][C:18](=[O:24])[O:19][C:20]([CH3:23])([CH3:22])[CH3:21])[CH:5]=[CH:6][C:7]=1[C:8]#[N:9].[CH3:25][N:26]1[C:34]2[CH:33]=[CH:32][CH:31]=[C:30]([NH2:35])[C:29]=2[CH:28]=[CH:27]1.C1C=CC(P(C2C(C3C(P(C4C=CC=CC=4)C4C=CC=CC=4)=CC=C4C=3C=CC=C4)=C3C(C=CC=C3)=CC=2)C2C=CC=CC=2)=CC=1.C([O-])([O-])=O.[K+].[K+]>O1CCOCC1.CC([O-])=O.CC([O-])=O.[Pd+2]>[C:8]([C:7]1[CH:6]=[CH:5][C:4]([NH:10][C@@H:11]2[CH2:16][CH2:15][CH2:14][CH2:13][C@@H:12]2[NH:17][C:18](=[O:24])[O:19][C:20]([CH3:23])([CH3:22])[CH3:21])=[CH:3][C:2]=1[NH:35][C:30]1[CH:31]=[CH:32][CH:33]=[C:34]2[C:29]=1[CH:28]=[CH:27][N:26]2[CH3:25])#[N:9] |f:3.4.5,7.8.9|. Procedure: A mixture of tert-butyl (1S,2R)-2-(3-bromo-4-cyanophenylamino)cyclohexylcarbamate (200 mg, 0.507 mmol), 1-methyl-1H-indol-4-amine (160 mg, 1.09 mmol), BINAP (50 mg, 0.080 mmol), Pd(OAc)2 (25 mg, 0.11 mmol) and K2CO3 (150 mg, 1.08 mmol) in dioxane (4 mL) was degassed with Ar, then was stirred at 100 C for 16 h. EtOAc and water were added. The organic phase was separated, washed with 1N HCl, then with 5% NaHCO3, dried over Na2SO4, concentrated in vacuo. The residue was purified by a silica gel col...